From a dataset of the Open Reaction Database (ORD), a public repository of structured organic reaction records. describe an organic reaction: reactants, conditions, products, and yield Starting materials: CC1(COC(OC1)C(C)[C@H]1CC[C@H]2[C@@H]3C=C[C@]4(C[C@H](C[C@@H]([C@]4(C)[C@H]3CC[C@]12C)O[Si](C)(C)C(C)(C)C)OC(N(C)C)=O)O)C (20-(5,5-dimethyl-1,3-dioxan-2-yl)-1α-(tert-butyldimethylsilyl)oxy-3β-(N,N-dimethylcarbamoyl)oxypregn-6-en-5α-ol), C(OC)(OC)=O (dimethyl carbonate). The reagents and catalysts are S(O)(O)(=O)=O (sulfuric acid). Yields the product CC1(COC(OC1)C(C)[C@H]1CC[C@H]2[C@@H]3[C@@H](C=C4C[C@H](C[C@@H]([C@]4(C)[C@H]3CC[C@]12C)O[Si](C)(C)C(C)(C)C)OC(N(C)C)=O)OC(=O)OC)C (20-(5,5-dimethyl-1,3-dioxan-2-yl)-1α -(tert-butyldimethylsilyl)oxy-3β-(N,N-dimethylcarbamoyl)oxy-7α-(methoxycarbonyl)oxypregn-5-ene). Reaction SMILES: [CH3:1][C:2]1([CH3:44])[CH2:7][O:6][CH:5]([CH:8]([C@@H:10]2[C@:27]3([CH3:28])[C@H:13]([C@H:14]4[C@H:24]([CH2:25][CH2:26]3)[C@:22]3([CH3:23])[C@:17](O)([CH2:18][C@@H:19]([O:37][C:38](=[O:42])[N:39]([CH3:41])[CH3:40])[CH2:20][C@@H:21]3[O:29][Si:30]([C:33]([CH3:36])([CH3:35])[CH3:34])([CH3:32])[CH3:31])[CH:16]=[CH:15]4)[CH2:12][CH2:11]2)[CH3:9])[O:4][CH2:3]1.[C:45](=[O:50])([O:48]C)[O:46][CH3:47]>S(=O)(=O)(O)O>[CH3:44][C:2]1([CH3:1])[CH2:7][O:6][CH:5]([CH:8]([C@@H:10]2[C@:27]3([CH3:28])[C@H:13]([C@H:14]4[C@H:24]([CH2:25][CH2:26]3)[C@:22]3([CH3:23])[C:17]([CH2:18][C@@H:19]([O:37][C:38](=[O:42])[N:39]([CH3:41])[CH3:40])[CH2:20][C@@H:21]3[O:29][Si:30]([C:33]([CH3:35])([CH3:36])[CH3:34])([CH3:31])[CH3:32])=[CH:16][C@H:15]4[O:50][C:45]([O:46][CH3:47])=[O:48])[CH2:12][CH2:11]2)[CH3:9])[O:4][CH2:3]1. Procedure details: In 10 ml of dimethyl carbonate was dissolved 350 mg of 20-(5,5-dimethyl-1,3-dioxan-2-yl)-1α-(tert-butyldimethylsilyl)oxy-3β-(N,N-dimethylcarbamoyl)oxypregn-6-en-5α-ol, followed by addition of one drop of concentrated sulfuric acid. The mixture was stirred in an atmosphere of argon gas under ice-cooling for 1 hour. The reaction mixture was then worked up in the same manner as Example 132 to give 95 mg of 20-(5,5-dimethyl-1,3-dioxan-2-yl)-1α -(tert-butyldimethylsilyl)oxy-3β-(N,N-dimethylcarbamoyl)... Reactants: C=O, CNC, O, O=C(O)C(CCc1ccccc1)C(=O)O. Product: C=C(CCc1ccccc1)C(=O)O. Reaction SMILES: [CH2:19]=[O:20].[CH3:16][NH:17][CH3:18].[OH2:21].[c:1]1([CH2:7][CH2:8][CH:9]([C:10](=[O:11])[OH:12])[C:13]([OH:14])=[O:15])[cH:2][cH:3][cH:4][cH:5][cH:6]1>>[c:1]1([CH2:7][CH2:8][C:9]([C:10](=[O:11])[OH:12])=[CH2:13])[cH:2][cH:3][cH:4][cH:5][cH:6]1.